Task: describe an organic reaction: reactants, conditions, products, and yield. Dataset: the Open Reaction Database (ORD), a public repository of structured organic reaction records Reactants: C(C1=CC=CC=C1)OC(=O)NCCCCOS(=O)(=O)C (N-(benzyloxycarbonyl)-4-(mesyloxy)butylamine), CNC.C1CCOC1 (dimethylamine THF), C([O-])([O-])=O.[K+].[K+] (potassium carbonate), [I-].[Na+] (sodium iodide). Run in CN(C=O)C (dimethylformamide), O (Water). Yields the product C(C1=CC=CC=C1)OC(=O)NCCCCN(C)C (N-(benzyloxycarbonyl)-4-(dimethylamino)butylamine). Isolated yield 76.0%. RXN SMILES: [CH2:1]([O:8][C:9]([NH:11][CH2:12][CH2:13][CH2:14][CH2:15]OS(C)(=O)=O)=[O:10])[C:2]1[CH:7]=[CH:6][CH:5]=[CH:4][CH:3]=1.[CH3:21][NH:22][CH3:23].C1COCC1.C(=O)([O-])[O-].[K+].[K+].[I-].[Na+]>CN(C)C=O.O>[CH2:1]([O:8][C:9]([NH:11][CH2:12][CH2:13][CH2:14][CH2:15][N:22]([CH3:23])[CH3:21])=[O:10])[C:2]1[CH:7]=[CH:6][CH:5]=[CH:4][CH:3]=1 |f:1.2,3.4.5,6.7|. Procedure details: To a solution of N-(benzyloxycarbonyl)-4-(mesyloxy)butylamine (2.51 g) in anhydrous dimethylformamide (28 ml) are added 2.0 M dimethylamine THF solution 12.5 ml. anhydrous potassium carbonate (1.72 g) and sodium iodide (3.74 g), and the mixture is stirred at room temperature overnight. Water is added to the reaction mixture, and the whole is extracted with ether. The organic layer is washed with water and saturated brine successively, dried over anhydrous magnesium sulfate and concentrated under...